From a dataset of the Open Reaction Database (ORD), a public repository of structured organic reaction records. describe an organic reaction: reactants, conditions, products, and yield The reactants are [OH-].[Na+] (Sodium hydroxide), CO (methanol), FC1=CC=C(NC2=C(C(=O)OC)C=CC(=C2)CSC2=CC=CC=C2)C=C1 (methyl 2-(4-fluoroanilino)-4-((phenylthio)methyl)benzoate). Solvent: O1CCCC1 (tetrahydrofuran). Reaction conditions: time 17 hour. The product is FC1=CC=C(NC2=C(C(=O)O)C=CC(=C2)CSC2=CC=CC=C2)C=C1 (2-(4-fluoroanilino)-4-((phenylthio)methyl)benzoic acid). Yield: 86.6%. RXN SMILES: [OH-].[Na+].CO.[F:5][C:6]1[CH:30]=[CH:29][C:9]([NH:10][C:11]2[CH:20]=[C:19]([CH2:21][S:22][C:23]3[CH:28]=[CH:27][CH:26]=[CH:25][CH:24]=3)[CH:18]=[CH:17][C:12]=2[C:13]([O:15]C)=[O:14])=[CH:8][CH:7]=1>O1CCCC1>[F:5][C:6]1[CH:30]=[CH:29][C:9]([NH:10][C:11]2[CH:20]=[C:19]([CH2:21][S:22][C:23]3[CH:28]=[CH:27][CH:26]=[CH:25][CH:24]=3)[CH:18]=[CH:17][C:12]=2[C:13]([OH:15])=[O:14])=[CH:8][CH:7]=1 |f:0.1|. Procedure: 2.0 mol/L Sodium hydroxide aqueous solution 2.0 mL was added to a mixed solution of methanol 2.4 mL and tetrahydrofuran 2.4 mL of methyl 2-(4-fluoroanilino)-4-((phenylthio)methyl)benzoate 0.48 g, and it was stirred at room temperature for 17 hours. The solvent was removed under reduced pressure, ethyl acetate and water were added to it, and it was adjusted to pH4.0 with 1.0 mol/L hydrochloric acid. The organic layer was separated and collected,dried over anhydrous magnesium sulfate after washing... The reactants are OC1=C(C=CC(=C1)O)C(CCC(=O)OC)=O (4-(2,4-dihydroxyphenyl)-4-oxobutyric acid, methyl ester), C([O-])([O-])=O.[K+].[K+] (potassium carbonate), [I-].[K+] (potassium iodide), ClCC1=CSC=C1 (3-chloromethylthiophene). Solvent: C(C)C(=O)C (methyl ethyl ketone). Product: OC1=C(C=CC(=C1)OCC1=CSC=C1)C(CCC(=O)OC)=O (4-(2-hydroxy-4-(thiophen-3-ylmethoxy)phenyl]-4-oxo-butyric acid, methyl ester). The yield is 74.1%. Reaction SMILES: [OH:1][C:2]1[CH:7]=[C:6]([OH:8])[CH:5]=[CH:4][C:3]=1[C:9](=[O:16])[CH2:10][CH2:11][C:12]([O:14][CH3:15])=[O:13].C(=O)([O-])[O-].[K+].[K+].[I-].[K+].Cl[CH2:26][C:27]1[CH:31]=[CH:30][S:29][CH:28]=1>C(C(C)=O)C>[OH:1][C:2]1[CH:7]=[C:6]([O:8][CH2:26][C:27]2[CH:31]=[CH:30][S:29][CH:28]=2)[CH:5]=[CH:4][C:3]=1[C:9](=[O:16])[CH2:10][CH2:11][C:12]([O:14][CH3:15])=[O:13] |f:1.2.3,4.5|. Reported procedure: A stirred solution of 4-(2,4-dihydroxyphenyl)-4-oxobutyric acid, methyl ester 6.76 g) in methyl ethyl ketone (150 mL) is treated with potassium carbonate (4.17 g), potassium iodide (5 g) tetrabutyl ammonium chloride (1 g) and 3-chloromethylthiophene (4 g), and refluxed for 24 hours. The reaction mixture is filtered, the filtrate is evaporated. The residue is dissolved in ethyl acetate, washed with water, dried, and evaporated. The residue is recrystallised from ethyl acetate/cyclohexane to give ... Starting materials: C1CCNC1, ClCc1coc(-c2ccc(Cn3cnc4ccccc43)cc2)n1. Yields the product c1ccc2c(c1)ncn2Cc1ccc(-c2nc(CN3CCCC3)co2)cc1, Cl. As a reaction SMILES: [CH2:1]1[CH2:2][CH2:3][NH:4][CH2:5]1.[Cl:6][CH2:7][c:8]1[n:9][c:10](-[c:13]2[cH:14][cH:15][c:16]([CH2:17][n:18]3[cH:19][n:20][c:21]4[c:22]3[cH:23][cH:24][cH:25][cH:26]4)[cH:27][cH:28]2)[o:11][cH:12]1>>[CH2:1]1[CH2:2][CH2:3][N:4]([CH2:7][c:8]2[n:9][c:10](-[c:13]3[cH:14][cH:15][c:16]([CH2:17][n:18]4[cH:19][n:20][c:21]5[c:22]4[cH:23][cH:24][cH:25][cH:26]5)[cH:27][cH:28]3)[o:11][cH:12]2)[CH2:5]1.[ClH:6].